describe an organic reaction: reactants, conditions, products, and yield From a dataset of the Open Reaction Database (ORD), a public repository of structured organic reaction records. The product is CCCCC(C)(C)C(O)C=CC1CCC(=O)C1CC=CCCCC(=O)OC. The reactants are O=C([O-])[O-], CO, [Na+], [Na+], CCCCC(C)(C)C(O)C=CC1CCC(=O)C1CC=CCCCC(=O)O. Reaction SMILES: [C:27](=[O:28])([O-:29])[O-:30].[CH3:33][OH:34].[Na+:31].[Na+:32].[OH:1][CH:2]([CH:3]=[CH:4][CH:5]1[CH:6]([CH2:11][CH:12]=[CH:13][CH2:14][CH2:15][CH2:16][C:17](=[O:18])[OH:19])[C:7](=[O:10])[CH2:8][CH2:9]1)[C:20]([CH2:21][CH2:22][CH2:23][CH3:24])([CH3:25])[CH3:26]>>[OH:1][CH:2]([CH:3]=[CH:4][CH:5]1[CH:6]([CH2:11][CH:12]=[CH:13][CH2:14][CH2:15][CH2:16][C:17](=[O:18])[O:19][CH3:27])[C:7](=[O:10])[CH2:8][CH2:9]1)[C:20]([CH2:21][CH2:22][CH2:23][CH3:24])([CH3:25])[CH3:26]. Starting materials: CCOC(=O)c1c(C)c2ccc(OCc3ccccc3)cc2n1C, [Cl-], [H-], CI, [NH4+], [Na+], CN(C)C=O. Yields the product CCOC(=O)c1c(C)c2ccc(O)cc2n1C. As a reaction SMILES: [CH2:1]([CH3:2])[O:3][C:4](=[O:5])[c:6]1[n:7]([CH3:24])[c:8]2[cH:9][c:10]([O:16][CH2:17][c:18]3[cH:19][cH:20][cH:21][cH:22][cH:23]3)[cH:11][cH:12][c:13]2[c:14]1[CH3:15].[Cl-:29].[H-:25].[I:27][CH3:28].[NH4+:30].[Na+:26].[O:31]=[CH:32][N:33]([CH3:34])[CH3:35]>>[CH2:1]([CH3:2])[O:3][C:4](=[O:5])[c:6]1[n:7]([CH3:24])[c:8]2[cH:9][c:10]([OH:16])[cH:11][cH:12][c:13]2[c:14]1[CH3:15]. RXN SMILES: [C:23]([OH:24])(=[O:25])[CH3:26].[C:27]([BH3-:28])#[N:29].[CH2:1]1[CH2:2][CH2:3][NH:4][CH2:5][CH2:6]1.[CH3:31][OH:32].[Na+:30].[O:7]=[C:8]([CH3:9])[CH2:10][CH2:22][N:11]1[C:12](=[O:21])[c:13]2[cH:14][cH:15][cH:16][cH:17][c:18]2[C:19]1=[O:20]>>[NH:11]1[C:12](=[O:21])[c:13]2[cH:14][cH:15][cH:16][cH:17][c:18]2[C:19]1=[O:20]. Reactants: CC(=O)O, [BH3-]C#N, C1CCNCC1, CO, [Na+], CC(=O)CCN1C(=O)c2ccccc2C1=O. Yields the product O=C1NC(=O)c2ccccc21. Starting materials: FC(C=1C=C(C=CC1)CN1C2=CC=CC(=C2C=2C(=CC=CC12)OCC(=O)OC)C(N)=O)(F)F ({9-[(3-trifluoromethylphenyl)methyl]-5-carbamoylcarbazol-4-yl}oxyacetic acid, methyl ester), [OH-].[Na+] (NaOH). The solvent is C(C)O (ethanol). Product: FC(C=1C=C(C=CC1)CN1C2=CC=CC(=C2C=2C(=CC=CC12)OCC(=O)O)C(N)=O)(F)F ({9-[(3-trifluoromethylphenyl)methyl]-5-carbamoylcarbazol-4-yl}oxyacetic acid). Isolated yield 85.0%. Reaction SMILES: [F:1][C:2]([F:33])([F:32])[C:3]1[CH:4]=[C:5]([CH2:9][N:10]2[C:22]3[CH:21]=[CH:20][CH:19]=[C:18]([O:23][CH2:24][C:25]([O:27]C)=[O:26])[C:17]=3[C:16]3[C:11]2=[CH:12][CH:13]=[CH:14][C:15]=3[C:29](=[O:31])[NH2:30])[CH:6]=[CH:7][CH:8]=1.[OH-].[Na+]>C(O)C>[F:32][C:2]([F:1])([F:33])[C:3]1[CH:4]=[C:5]([CH2:9][N:10]2[C:22]3[CH:21]=[CH:20][CH:19]=[C:18]([O:23][CH2:24][C:25]([OH:27])=[O:26])[C:17]=3[C:16]3[C:11]2=[CH:12][CH:13]=[CH:14][C:15]=3[C:29](=[O:31])[NH2:30])[CH:6]=[CH:7][CH:8]=1 |f:1.2|. Reported procedure: A solution of the {9-[(3-trifluoromethylphenyl)methyl]-5-carbamoylcarbazol-4-yl}oxyacetic acid, methyl ester (91 mg, 0.153 mM) and 0.22 mL (0.22 mM) of 1 N NaOH in 8 mL of ethanol was stirred for 17 h at 25° C. The ethanol was removed in vacuo. The resultant white precipitate was collected by filtration, washed with small amounts of EtOH and diethyl ether, then dried in vacuo to afford 75 mg (81%) of the {9-[(3-trifluoromethylphenyl)methyl]-5-carbamoylcarbazol-4-yl}oxyacetic acid, sodium salt as...